describe an organic reaction: reactants, conditions, products, and yield From a dataset of the Open Reaction Database (ORD), a public repository of structured organic reaction records. The reactants are [Br-], [Mg+]Cc1cccc(Cl)c1, COC(=O)c1cc2c([nH]1)C(=O)CC2. Yields the product COC(=O)c1cc2c([nH]1)C(Cc1cccc(Cl)c1)CC2. As a reaction SMILES: [Br-:14].[Cl:15][c:16]1[cH:17][c:18]([CH2:19][Mg+:20])[cH:21][cH:22][cH:23]1.[O:1]=[C:2]1[CH2:3][CH2:4][c:5]2[c:6]1[nH:7][c:8]([C:10](=[O:11])[O:12][CH3:13])[cH:9]2>>[CH:2]1([CH2:19][c:18]2[cH:17][c:16]([Cl:15])[cH:23][cH:22][cH:21]2)[CH2:3][CH2:4][c:5]2[c:6]1[nH:7][c:8]([C:10](=[O:11])[O:12][CH3:13])[cH:9]2. Starting materials: ClC=1C(=CC(NC1)=O)O (5-chloro-4-hydroxy-2-pyridone), C1(=CC=CC2=CC=CC=C12)C(=O)Cl (α-naphthoyl chloride). The solvent is N1=CC=CC=C1 (pyridine). Yields the product ClC=1C(=CC(NC1)=O)OC(=O)C1=CC=CC2=CC=CC=C12 (5-chloro-4-(1-naphthoyloxy)-2-pyridone). The yield is 27.9%. RXN SMILES: [Cl:1][C:2]1[C:3]([OH:9])=[CH:4][C:5](=[O:8])[NH:6][CH:7]=1.[C:10]1([C:20](Cl)=[O:21])[C:19]2[C:14](=[CH:15][CH:16]=[CH:17][CH:18]=2)[CH:13]=[CH:12][CH:11]=1>N1C=CC=CC=1>[Cl:1][C:2]1[C:3]([O:9][C:20]([C:10]2[C:19]3[C:14](=[CH:15][CH:16]=[CH:17][CH:18]=3)[CH:13]=[CH:12][CH:11]=2)=[O:21])=[CH:4][C:5](=[O:8])[NH:6][CH:7]=1. Reported procedure: The general procedure of Example 45 was followed using 2.00 g 5-chloro-4-hydroxy-2-pyridone, 3.93 g of α-naphthoyl chloride and 100 ml of pyridine, thereby producing 1.15 g of the title compound in a yield of 28%. Reactants: ClC1=C(C#N)C(=CC=N1)OC (2-Chloro-4-methoxy-nicotinonitrile), Br (HBr). The solvent is C(C)(=O)O (acetic acid). Run at temperature 100 celsius, time 2 hour. The product is BrC1=C(C#N)C(=CC=N1)O (2-bromo-4-hydroxy-nicotinonitrile). RXN SMILES: Cl[C:2]1[N:9]=[CH:8][CH:7]=[C:6]([O:10]C)[C:3]=1[C:4]#[N:5].[BrH:12]>C(O)(=O)C>[Br:12][C:2]1[N:9]=[CH:8][CH:7]=[C:6]([OH:10])[C:3]=1[C:4]#[N:5]. Reported procedure: 2-Chloro-4-methoxy-nicotinonitrile (M. Mittelbach et al., Arch. Pharm. (Weinheim Ger.), 1985, GE, 318, 6, 481-486) (6.92 g) was suspended in 70 mL of 30% HBr in acetic acid in a pressure vessel and heated with stirring at 100° C. for 2 h. The reaction was cooled to room temperature and filtered, washing well with H2O, and dried in vacuo overnight at 50° C. providing 4.85 g 2-bromo-4-hydroxy-nicotinonitrile as a white solid. Proton NMR(DMSO) indicated the product was a mixture of 69% bromo compou... The reactants are FC1=C(C=C(C=C1)CC(CC)=O)[N+](=O)[O-] (1-(4-fluoro-3-nitrophenyl)butan-2-one). The reagents and catalysts are [Pd] (Pd/C). The solvent is CCOC(=O)C (EtOAc). The product is NC=1C=C(C=CC1F)CC(CC)=O (1-(3-amino-4-fluorophenyl)butan-2-one). The yield is 75.3%. As a reaction SMILES: [F:1][C:2]1[CH:7]=[CH:6][C:5]([CH2:8][C:9](=[O:12])[CH2:10][CH3:11])=[CH:4][C:3]=1[N+:13]([O-])=O>CCOC(C)=O.[Pd]>[NH2:13][C:3]1[CH:4]=[C:5]([CH2:8][C:9](=[O:12])[CH2:10][CH3:11])[CH:6]=[CH:7][C:2]=1[F:1]. Reported procedure: Treat a solution of 1-(4-fluoro-3-nitrophenyl)butan-2-one (0.83 g, 3.93 mmol) in EtOAc (30 mL) with 10% Pd/C (0.209 g, 0.197 mmol) and hydrogenate at atmospheric pressure (balloon) overnight. Remove the solids via filtration through diatomaceous earth, rinse well with EtOAc, concentrate the filtrate to dryness and purify via silica gel chromatography (EtOAc/Hex) to afford the title compound (536 mg, 75%). 1H NMR (400 MHz, DMSO-d6): δ 6.88 (dd, J=11.6, 8.2 Hz, 1H), 6.57 (dd, J=8.9, 2.1 Hz, 1H), 6... The reactants are ClC=1C=C(C=CC1F)C(CC(C(F)(F)F)=O)=O (1-(3-chloro-4-fluoro-phenyl)-4,4,4-trifluoro-butane-1,3-dione), 3-chloro-4-fluoro-acetophenone, NC1=NNC=C1C1=CC(=NC=C1)C (3-amino-4-(2-methyl-4-pyridinyl)-pyrazole). Product: ClC=1C=C(C=CC1F)C1=NC=2N(C(=C1)C(F)(F)F)N=CC2C2=CC(=NC=C2)C (5-(3-Chloro-4-fluoro-phenyl)-3-(2-methyl-pyridin-4-yl)-7-trifluoromethyl-pyrazolo[1,5-a]pyrimidine). Yield: 42.3%. As a reaction SMILES: [Cl:1][C:2]1[CH:3]=[C:4]([C:9](=O)[CH2:10][C:11](=O)[C:12]([F:15])([F:14])[F:13])[CH:5]=[CH:6][C:7]=1[F:8].[NH2:18][C:19]1[C:23]([C:24]2[CH:29]=[CH:28][N:27]=[C:26]([CH3:30])[CH:25]=2)=[CH:22][NH:21][N:20]=1>>[Cl:1][C:2]1[CH:3]=[C:4]([C:9]2[CH:10]=[C:11]([C:12]([F:15])([F:14])[F:13])[N:20]3[N:21]=[CH:22][C:23]([C:24]4[CH:29]=[CH:28][N:27]=[C:26]([CH3:30])[CH:25]=4)=[C:19]3[N:18]=2)[CH:5]=[CH:6][C:7]=1[F:8]. Procedure details: Reaction of 1-(3-chloro-4-fluoro-phenyl)-4,4,4-trifluoro-butane-1,3-dione (134 mg, 0.5 mmol), prepared from commercially available 3-chloro-4-fluoro-acetophenone according to general procedure A, and 3-amino-4-(2-methyl-4-pyridinyl)-pyrazole [see part synthesis of amino-pyrazole derivatives] (87 mg, 0.5 mmol) according to general procedure B yielded the title compound as a yellow solid (86 mg, 42%). MS (ISP) 407.3 [(M+H)+]; mp 292° C. The reactants are [NH4+].[Cl-] (NH4Cl), solution, C(C)[Mg]Br (ethylmagnesium bromide), N1C=CC=2C(=NC=CC21)N2CCN(CC2)CCC2=CNC1=CC=C(C=C21)C=O (3-{2-[4-(1H-Pyrrolo[3,2-c]pyridin-4-yl)-1-piperazinyl]ethyl}-1H-indol-5-carbaldehyde), IC=1N=CN(C1)C(C1=CC=CC=C1)(C1=CC=CC=C1)C1=CC=CC=C1 (4-iodo-1-tritylimidazole). The solvent is ClCCl (dichloromethane). Run at time 18 hour. Product: N1C=CC=2C(=NC=CC21)N2CCN(CC2)CCC2=CNC1=CC=C(C=C21)C(O)C=2N=CN(C2)C(C2=CC=CC=C2)(C2=CC=CC=C2)C2=CC=CC=C2 ((3-{2-[4-(1H-Pyrrolo[3,2-c]pyridin-4-yl)-1-piperazinyl]ethyl}-1H-indol-5-yl)-(1-trityl-1H-imidazol-4-yl)methanol). As a reaction SMILES: C([Mg]Br)C.[NH:5]1[C:13]2[CH:12]=[CH:11][N:10]=[C:9]([N:14]3[CH2:19][CH2:18][N:17]([CH2:20][CH2:21][C:22]4[C:30]5[C:25](=[CH:26][CH:27]=[C:28]([CH:31]=[O:32])[CH:29]=5)[NH:24][CH:23]=4)[CH2:16][CH2:15]3)[C:8]=2[CH:7]=[CH:6]1.I[C:34]1[N:35]=[CH:36][N:37]([C:39]([C:52]2[CH:57]=[CH:56][CH:55]=[CH:54][CH:53]=2)([C:46]2[CH:51]=[CH:50][CH:49]=[CH:48][CH:47]=2)[C:40]2[CH:45]=[CH:44][CH:43]=[CH:42][CH:41]=2)[CH:38]=1.[NH4+].[Cl-]>ClCCl>[NH:5]1[C:13]2[CH:12]=[CH:11][N:10]=[C:9]([N:14]3[CH2:15][CH2:16][N:17]([CH2:20][CH2:21][C:22]4[C:30]5[C:25](=[CH:26][CH:27]=[C:28]([CH:31]([C:34]6[N:35]=[CH:36][N:37]([C:39]([C:40]7[CH:45]=[CH:44][CH:43]=[CH:42][CH:41]=7)([C:52]7[CH:53]=[CH:54][CH:55]=[CH:56][CH:57]=7)[C:46]7[CH:47]=[CH:48][CH:49]=[CH:50][CH:51]=7)[CH:38]=6)[OH:32])[CH:29]=5)[NH:24][CH:23]=4)[CH2:18][CH2:19]3)[C:8]=2[CH:7]=[CH:6]1 |f:3.4|. Procedure details: At ambient temperature, a 3M solution of 2.2 mmol of ethylmagnesium bromide and then, after 30 minutes, 2.2 mmol of the compound obtained in Step 4 of Example 39, are added to a solution of 2.0 mmol of 4-iodo-1-tritylimidazole in dichloromethane (0.25M). After stirring for 18 hours, the mixture is treated with a saturated solution of NH4Cl and then extracted with dichloromethane, and the organic phase is treated in conventional manner. Chromatography on silica gel enables the expected product to... The reactants are CC1=NOC(=C1C(=O)OCC)C1=CC=NC=C1 (ethyl 3-methyl-5-(pyridin-4-yl)-1,2-oxazole-4-carboxylate), C1CCOC1 (THF), CO (methanol), [OH-].[Na+] (sodium hydroxide). Solvent: O (water). Run at time 4 hour. Yields the product CC1=NOC(=C1C(=O)O)C1=CC=NC=C1 (3-methyl-5-(pyridin-4-yl)-1,2-oxazole-4-carboxylic acid). Yield: 57.5%. RXN SMILES: [CH3:1][C:2]1[C:6]([C:7]([O:9]CC)=[O:8])=[C:5]([C:12]2[CH:17]=[CH:16][N:15]=[CH:14][CH:13]=2)[O:4][N:3]=1.C1COCC1.CO.[OH-].[Na+]>O>[CH3:1][C:2]1[C:6]([C:7]([OH:9])=[O:8])=[C:5]([C:12]2[CH:17]=[CH:16][N:15]=[CH:14][CH:13]=2)[O:4][N:3]=1 |f:3.4|. Procedure: To a solution of ethyl 3-methyl-5-(pyridin-4-yl)-1,2-oxazole-4-carboxylate (0.95 g) in a mixed solvent of THF (20 mL)/methanol (10 mL) was added 1N aqueous sodium hydroxide solution (5.0 mL), and the mixture was stirred at room temperature for 4 hr. To the reaction mixture was added water, and the mixture was washed with ethyl acetate. The obtained aqueous layer was acidified with 1N hydrochloric acid, sodium chloride was added thereto until the mixture became saturated, and the mixture was extr...